From a dataset of the Open Reaction Database (ORD), a public repository of structured organic reaction records. describe an organic reaction: reactants, conditions, products, and yield Reactants: O.O.O.O.O.O.F[B-](F)(F)F.F[B-](F)(F)F.[Fe+2] (iron(II) bis(tetrafluoroborate) hexahydrate). Reaction SMILES: O.O.O.O.O.O.[F:7][B-:8]([F:11])([F:10])[F:9].[F:12][B-:13]([F:16])([F:15])[F:14].[Fe+2:17]>ClCCl>[F:7][B-:8]([F:11])([F:10])[F:9].[F:12][B-:13]([F:16])([F:15])[F:14].[Fe+2:17] |f:0.1.2.3.4.5.6.7.8,10.11.12|. The product is F[B-](F)(F)F.F[B-](F)(F)F.[Fe+2] (Iron bis(tetrafluoroborate)). Procedure details: To a suspension of iron(II) bis(tetrafluoroborate) hexahydrate (4.9 mg; 15 μmol) in dichloromethane was added a solution of h17 (5.0 mg; 14 μmol) in a few milliliters of dichloromethane. The solution turned from light yellow to dark orange with time within 18 hours. The solution was used as is in further polymerization study. Solvent: ClCCl (dichloromethane), ClCCl (dichloromethane). As a reaction SMILES: Cl.[OH:2][C@@H:3]1[C@H:9]([C:10]2[CH:15]=[CH:14][C:13]([O:16][CH3:17])=[CH:12][CH:11]=2)[S:8][C:7]2[C:18]3[C:23]([CH:24]=[CH:25][C:6]=2[N:5]([CH2:26][CH2:27][CH2:28][N:29]([CH3:31])[CH3:30])[C:4]1=[O:32])=[CH:22][CH:21]=[CH:20][CH:19]=3.[C:33](OC(=O)C)(=[O:35])[CH3:34]>>[C:33]([O:2][C@@H:3]1[C@H:9]([C:10]2[CH:11]=[CH:12][C:13]([O:16][CH3:17])=[CH:14][CH:15]=2)[S:8][C:7]2[C:18]3[C:23]([CH:24]=[CH:25][C:6]=2[N:5]([CH2:26][CH2:27][CH2:28][N:29]([CH3:30])[CH3:31])[C:4]1=[O:32])=[CH:22][CH:21]=[CH:20][CH:19]=3)(=[O:35])[CH3:34] |f:0.1|. The product is C(C)(=O)O[C@H]1C(N(C2=C(S[C@H]1C1=CC=C(C=C1)OC)C1=CC=CC=C1C=C2)CCCN(C)C)=O ((±)-cis-3-(acetyloxy)-2,3-dihydro-5-[3-(dimethylamino)propyl]-2-(4-methoxyphenyl)naphtho[1,2-b]-1,4-thiazepin-4(5H)-one). Procedure: A mixture of 2.6 g of (±)-cis-2,3-dihydro-3-hydroxy-5-[3-(dimethylamino)propyl]-2-(4-methoxyphenyl)naphtho[1,2-b]-1,4-thiazepin-4(5H)-one hydrochloride and 25 mL of acetic anhydride was stirred and heated at 100° for 17 hours. The excess of reagent was removed under reduced pressure and the residue was dissolved in water. The aqueous solution was made basic with concentrated ammonium hydroxide and extracted with ethyl acetate (3×75 mL). The combined ethyl acetate solutions were washed with brine... The yield is 84.0%. Starting materials: Cl.O[C@H]1C(N(C2=C(S[C@H]1C1=CC=C(C=C1)OC)C1=CC=CC=C1C=C2)CCCN(C)C)=O ((±)-cis-2,3-dihydro-3-hydroxy-5-[3-(dimethylamino)propyl]-2-(4-methoxyphenyl)naphtho[1,2-b]-1,4-thiazepin-4(5H)-one hydrochloride), C(C)(=O)OC(C)=O (acetic anhydride).